From a dataset of the Open Reaction Database (ORD), a public repository of structured organic reaction records. describe an organic reaction: reactants, conditions, products, and yield Starting materials: [N+](=O)([O-])C1=C2C(C3CC=CCC3C(C2=CC=C1)=O)=O (5-nitro-1,4,4a,9a-tetrahydroanthraquinone), [N+](=O)([O-])C1=C2C(C3CC(=C(CC3C(C2=CC=C1)=O)C)C)=O (5-nitro-2,3-dimethyl-1,4,4a,9a-tetrahydroanthraquinone). Product: 61.9, NC1=CC=CC=2C(C3=CC(=C(C=C3C(C12)=O)C)C)=O (1-amino-6,7-dimethylanthraquinone). The yield is 99.0%. As a reaction SMILES: [N+](C1C=CC=C2C=1C(=O)C1C(C2=O)CC=CC1)([O-])=O.[N+:20]([C:23]1[CH:36]=[CH:35][CH:34]=[C:33]2[C:24]=1[C:25](=[O:40])[CH:26]1[CH:31]([C:32]2=[O:37])[CH2:30][C:29]([CH3:38])=[C:28]([CH3:39])[CH2:27]1)([O-])=O>>[NH2:20][C:23]1[C:24]2[C:25](=[O:40])[C:26]3[C:31](=[CH:30][C:29]([CH3:38])=[C:28]([CH3:39])[CH:27]=3)[C:32](=[O:37])[C:33]=2[CH:34]=[CH:35][CH:36]=1. Procedure details: The process of Example 1 is repeated, replacing 64.3 parts of 5-nitro-1,4,4a,9a-tetrahydroanthraquinone by 71.3 parts of 5-nitro-2,3-dimethyl-1,4,4a,9a-tetrahydroanthraquinone (obtained from 1-nitronaphthoquinone and 2,3-dimethyl-1,4-butadiene by Diels-Alder reaction), to give 61.9 parts of 1-amino-6,7-dimethylanthraquinone in 99% purity, corresponding to a yield of 99% of theory. Starting materials: CCOC(=O)OCC, CC[O-], CCO, CCOC(=O)CCCSc1ccccc1C=O, Cl, [Na+]. Product: CCOC(=O)C1=Cc2ccccc2SCC1. Reaction SMILES: [C:23](=[O:24])([O:25][CH2:26][CH3:27])[O:28][CH2:29][CH3:30].[CH3:19][CH2:20][O-:21].[CH3:31][CH2:32][OH:33].[CH:1](=[O:2])[c:3]1[c:4]([S:9][CH2:10][CH2:11][CH2:12][C:13](=[O:14])[O:15][CH2:16][CH3:17])[cH:5][cH:6][cH:7][cH:8]1.[ClH:22].[Na+:18]>>[CH:1]1=[C:12]([C:13](=[O:14])[O:15][CH2:16][CH3:17])[CH2:11][CH2:10][S:9][c:4]2[c:3]1[cH:8][cH:7][cH:6][cH:5]2.